From a dataset of the Open Reaction Database (ORD), a public repository of structured organic reaction records. describe an organic reaction: reactants, conditions, products, and yield Starting materials: CC(Cl)c1cccc(S(C)(=O)=O)c1, CC(C)CC(CO)Nc1nc(S)nc2nc(N)sc12. Product: CC(C)CC(CO)Nc1nc(SC(C)c2cccc(S(C)(=O)=O)c2)nc2nc(N)sc12. RXN SMILES: [Cl:20][CH:21]([CH3:22])[c:23]1[cH:24][c:25]([S:29](=[O:30])(=[O:31])[CH3:32])[cH:26][cH:27][cH:28]1.[NH2:1][c:2]1[s:3][c:4]2[c:5]([n:6][c:7]([SH:18])[n:8][c:9]2[NH:10][CH:11]([CH2:12][OH:13])[CH2:14][CH:15]([CH3:16])[CH3:17])[n:19]1>>[NH2:1][c:2]1[s:3][c:4]2[c:5]([n:6][c:7]([S:18][CH:21]([CH3:22])[c:23]3[cH:24][c:25]([S:29](=[O:30])(=[O:31])[CH3:32])[cH:26][cH:27][cH:28]3)[n:8][c:9]2[NH:10][CH:11]([CH2:12][OH:13])[CH2:14][CH:15]([CH3:16])[CH3:17])[n:19]1. Starting materials: C(C1=CC=CC=C1)N1CC(OCC1)C1=CC=C(C=C1)C=CC1=C(C=CC=C1Cl)Cl (4-benzyl-2-{4-[2-(2,6-dichloro-phenyl)-vinyl]-phenyl}-morpholine). The reagents and catalysts are [OH-].[Pd+2].[OH-] (palladium hydroxide). Run in CO (MeOH). Product: C(CC1=CC=CC=C1)C1=CC=C(C=C1)C1CNCCO1 (2-(4-phenethyl-phenyl)-morpholine). Yield: 100.1%. As a reaction SMILES: C([N:8]1[CH2:13][CH2:12][O:11][CH:10]([C:14]2[CH:19]=[CH:18][C:17]([CH:20]=[CH:21][C:22]3[C:27](Cl)=[CH:26][CH:25]=[CH:24][C:23]=3Cl)=[CH:16][CH:15]=2)[CH2:9]1)C1C=CC=CC=1>CO.[OH-].[Pd+2].[OH-]>[CH2:20]([C:17]1[CH:18]=[CH:19][C:14]([CH:10]2[O:11][CH2:12][CH2:13][NH:8][CH2:9]2)=[CH:15][CH:16]=1)[CH2:21][C:22]1[CH:23]=[CH:24][CH:25]=[CH:26][CH:27]=1 |f:2.3.4|. Procedure: A mixture of 4-benzyl-2-{4-[2-(2,6-dichloro-phenyl)-vinyl]-phenyl}-morpholine (0.54 g; 1.27 mmol) and palladium hydroxide (0.04 g; 0.25 mmol) in MeOH (25 mL) was treated with H2, at normal pressure, overnight. The resulting mixture was filtered over Kieselguhr and the solvents evaporated to afford 2-(4-phenethyl-phenyl)-morpholine (0.34 g). Starting materials: ClC1=NC=CC=N1 (2-chloropyrimidine), NCCNC=1C=2N(C3=CC(=CC=C3N1)F)C(NN2)=O (4-(2-amino-ethylamino)-8-fluoro-2H-[1,2,4]triazolo[4,3-a]quinoxalin-1-one), ClC1=NC=CC=N1 (2-chloropyrimidine), C(C)(C)N(CC)C(C)C (diisopropylethylamine). Run in CS(=O)C (DMSO), CCOC(=O)C (EtOAc). Run at time 18 hour. The product is FC1=CC=C2N=C(C=3N(C2=C1)C(NN3)=O)NCCNC3=NC=CC=N3 (8-Fluoro-4-[2-(pyrimidin-2-ylamino)-ethylamino]-2H-[1,2,4]triazolo[4,3-a]quinoxalin-1-one). As a reaction SMILES: [NH2:1][CH2:2][CH2:3][NH:4][C:5]1[C:6]2[N:7]([C:16](=[O:19])[NH:17][N:18]=2)[C:8]2[C:13]([N:14]=1)=[CH:12][CH:11]=[C:10]([F:15])[CH:9]=2.Cl[C:21]1[N:26]=[CH:25][CH:24]=[CH:23][N:22]=1.C(N(C(C)C)CC)(C)C>CS(C)=O.CCOC(C)=O>[F:15][C:10]1[CH:9]=[C:8]2[C:13]([N:14]=[C:5]([NH:4][CH2:3][CH2:2][NH:1][C:21]3[N:26]=[CH:25][CH:24]=[CH:23][N:22]=3)[C:6]3[N:7]2[C:16](=[O:19])[NH:17][N:18]=3)=[CH:12][CH:11]=1. Reported procedure: A mixture of 50 mg of 4-(2-amino-ethylamino)-8-fluoro-2H-[1,2,4]triazolo[4,3-a]quinoxalin-1-one 13.5 mg of 2-chloropyrimidine, and 76 mg of diisopropylethylamine in DMSO (0.5 mL) was heated for 18 hrs. An additional 13.5 mg of 2-chloropyrimidine was added and heating was continued for another 18 hrs. The reaction was diluted with EtOAc, washed with water, and dried over sodium sulfate prior to concentration. The residue was separated by silica gel chromatography, and the isolated residue was rec...